This data is from the Open Reaction Database (ORD), a public repository of structured organic reaction records. The task is: describe an organic reaction: reactants, conditions, products, and yield Starting materials: COC=1C=C2C(=CC=NC2=CC1OC)OC1=CC=C(C=C1)N (6,7-Dimethoxy-4-(4-aminophenoxy)quinoline), C1(=CC=CC2=CC=CC=C12)N=C=O (1-naphthyl isocyanate). Run in C1(=CC=CC=C1)C (toluene). Product: COC=1C=C2C(=CC=NC2=CC1OC)OC1=CC=C(C=C1)NC(=O)NC1=CC=CC2=CC=CC=C12 (N-{4-[(6,7-Dimethoxy-4-quinolyl)oxy]phenyl}-N'-(1-naphthyl)urea). Yield: 52.0%. As a reaction SMILES: [CH3:1][O:2][C:3]1[CH:4]=[C:5]2[C:10](=[CH:11][C:12]=1[O:13][CH3:14])[N:9]=[CH:8][CH:7]=[C:6]2[O:15][C:16]1[CH:21]=[CH:20][C:19]([NH2:22])=[CH:18][CH:17]=1.[C:23]1([N:33]=[C:34]=[O:35])[C:32]2[C:27](=[CH:28][CH:29]=[CH:30][CH:31]=2)[CH:26]=[CH:25][CH:24]=1>C1(C)C=CC=CC=1>[CH3:1][O:2][C:3]1[CH:4]=[C:5]2[C:10](=[CH:11][C:12]=1[O:13][CH3:14])[N:9]=[CH:8][CH:7]=[C:6]2[O:15][C:16]1[CH:17]=[CH:18][C:19]([NH:22][C:34]([NH:33][C:23]2[C:32]3[C:27](=[CH:28][CH:29]=[CH:30][CH:31]=3)[CH:26]=[CH:25][CH:24]=2)=[O:35])=[CH:20][CH:21]=1. Reported procedure: 6,7-Dimethoxy-4-(4-aminophenoxy)quinoline (50 mg) was dissolved in toluene (5 ml) with heat, 1-naphthyl isocyanate (0.2 ml) was added, and the admixture was refluxed with heat for 20 minutes. The resulting residue was purified by column chromatography on silica gel eluting with chloroform/acetone (10/1) to obtain 41 mg of the title compound (yield: 52%). Conditions: temperature 30 celsius. Procedure: 200 parts by weight of this glucose was mixed with 11,000 parts by weight of a culture medium (10 g/l of peptone, 5 g/l of yeast extract, 2 g/l of meat extract, 5 g/l of NaCl, 2 g/l of cysteine hydrochloride and 5 g/l of calcium carbonate), and the mixture formed was injected into a pressure bottle. After the gaseous-phase portion in the bottle was displaced with nitrogen gas, the bottle was hermetically closed with a butyl rubber stopper, which was then treated in an autoclave (121° C., 98 kPa ... Product: OC(C(=O)O)CC(C)C.C1(=CC=CC=C1)C(C(=O)O)(O)C (2-hydroxyisocaproic acid phenyllactic acid). Reaction SMILES: O=[CH:2][C@@H:3]([C@H:5]([C@@H:7]([C@@H:9]([CH2:11]O)O)O)O)[OH:4].[Na+].[Cl-].Cl.N[C@H:17]([C:20]([OH:22])=[O:21])[CH2:18]S.[C:23](=[O:26])([O-])[O-:24].[Ca+2]>>[OH:24][CH:17]([CH2:18][CH:3]([CH3:5])[CH3:2])[C:20]([OH:22])=[O:21].[C:5]1([C:3]([CH3:2])([OH:4])[C:23]([OH:24])=[O:26])[CH:18]=[CH:17][CH:11]=[CH:9][CH:7]=1 |f:1.2,3.4,5.6,7.8|. Starting materials: O=C[C@H](O)[C@@H](O)[C@H](O)[C@H](O)CO (glucose), [Na+].[Cl-] (NaCl), Cl.N[C@@H](CS)C(=O)O (cysteine hydrochloride), C([O-])([O-])=O.[Ca+2] (calcium carbonate), butyl rubber. The reactants are CCOC=C(C(=O)OCC)C(=O)c1c(C)c(F)c(F)c(F)c1F, CCO, NC1CC1. The product is CCOC(=O)C(=CNC1CC1)C(=O)c1c(C)c(F)c(F)c(F)c1F. As a reaction SMILES: [CH3:1][c:2]1[c:3]([F:23])[c:4]([F:22])[c:5]([F:21])[c:6]([F:20])[c:7]1[C:8](=[O:9])[C:10]([C:11](=[O:12])[O:13][CH2:14][CH3:15])=[CH:16][O:17][CH2:18][CH3:19].[CH3:28][CH2:29][OH:30].[CH:24]1([NH2:27])[CH2:25][CH2:26]1>>[CH3:1][c:2]1[c:3]([F:23])[c:4]([F:22])[c:5]([F:21])[c:6]([F:20])[c:7]1[C:8](=[O:9])[C:10]([C:11](=[O:12])[O:13][CH2:14][CH3:15])=[CH:16][NH:27][CH:24]1[CH2:25][CH2:26]1. The reactants are O=C(O)CCCCCCCCCCCCCCBr, COC(=O)CC(=O)OC, CO, [Na], O. Product: COC(=O)C(CCCCCCCCCCCCCCC(=O)O)C(=O)OC. As a reaction SMILES: [Br:11][CH2:12][CH2:13][CH2:14][CH2:15][CH2:16][CH2:17][CH2:18][CH2:19][CH2:20][CH2:21][CH2:22][CH2:23][CH2:24][CH2:25][C:26](=[O:27])[OH:28].[C:2]([CH2:3][C:4](=[O:5])[O:6][CH3:7])(=[O:8])[O:9][CH3:10].[CH3:30][OH:31].[Na:1].[OH2:29]>>[C:2]([CH:3]([C:4](=[O:5])[O:6][CH3:7])[CH2:12][CH2:13][CH2:14][CH2:15][CH2:16][CH2:17][CH2:18][CH2:19][CH2:20][CH2:21][CH2:22][CH2:23][CH2:24][CH2:25][C:26](=[O:27])[OH:28])(=[O:8])[O:9][CH3:10]. The reactants are C#CC(C)O (1-butyne-3-ol), C(C)[SiH](CC)CC (Triethylsilane), bis(1,5-cyclooctadiene)-di-Rh(I)-dichloride, C1(=CC=CC=C1)P(C1=CC=CC=C1)C1=CC=CC=C1 (triphenylphosphine). Solvent: C(C)OC(C)=O (ethylacetate). Reaction conditions: time 72 hour. Yields the product C(C)[Si](C=CCCO)(CC)CC (4-Triethylsilanyl-1-but-3-enol). The yield is 86.0%. Reaction SMILES: [CH:1]#[C:2][CH:3]([OH:5])C.C1(P([C:19]2[CH:24]=CC=CC=2)C2C=CC=CC=2)C=CC=CC=1.[CH2:25]([SiH:27]([CH2:30]C)[CH2:28][CH3:29])[CH3:26]>C(OC(=O)C)C>[CH2:25]([Si:27]([CH2:24][CH3:19])([CH2:28][CH3:29])[CH:30]=[CH:1][CH2:2][CH2:3][OH:5])[CH3:26]. Reported procedure: A 50 ml reaction flask was charged with 1-butyne-3-ol and a catalytic amount of bis(1,5-cyclooctadiene)-di-Rh(I)-dichloride and triphenylphosphine under an inert atmosphere. Triethylsilane was slowly added to the reaction flask through a dropping funnel. The reaction mixture was stirred at room temperature for 72 hours and then concentrated at the rotary evaporator. The product was chromatographed through SiO2 in a hexane:ethylacetate solution (95:5 to 70:30) to yield 86% of a yellow liquid. Pur... Reactants: FC(C1=C(C(=C(C(=N1)C(F)(F)F)C(=O)OCC)C)SC1=CC=CC=C1)F (6-(Difluoromethyl)-4-methyl-5-phenylthio-2-(trifluoromethyl)-3-pyridinecarboxylic acid, ethyl ester), C1=CC(=CC(=C1)Cl)C(=O)OO (MCPBA), mixture, C1=CC(=CC(=C1)Cl)C(=O)O (MCBA), ether petroleum ether. The product is FC(C1=C(C(=C(C(=N1)C(F)(F)F)C(=O)OCC)C)S(=O)C1=CC=CC=C1)F (6-(Difluoromethyl)-5-phenylsulfinyl-4-methyl-2-(trifluoromethyl)-3-pyridinecarboxylic acid, ethyl ester). RXN SMILES: [F:1][CH:2]([F:26])[C:3]1[N:8]=[C:7]([C:9]([F:12])([F:11])[F:10])[C:6]([C:13]([O:15][CH2:16][CH3:17])=[O:14])=[C:5]([CH3:18])[C:4]=1[S:19][C:20]1[CH:25]=[CH:24][CH:23]=[CH:22][CH:21]=1.C1C=C(Cl)C=C(C(OO)=[O:35])C=1.C1C=C(Cl)C=C(C(O)=O)C=1>>[F:26][CH:2]([F:1])[C:3]1[N:8]=[C:7]([C:9]([F:12])([F:10])[F:11])[C:6]([C:13]([O:15][CH2:16][CH3:17])=[O:14])=[C:5]([CH3:18])[C:4]=1[S:19]([C:20]1[CH:25]=[CH:24][CH:23]=[CH:22][CH:21]=1)=[O:35]. Procedure: Prepared from product of example 7 (6.0 g, 15.3 mmol) and MCPBA (3.11 g of an 85% mixture with MCBA, (ether/petroleum ether) afforded the product as a white solid (4.85 g). Reactants: O[C@]1(C[C@@H](CCC1)C)CNC(=O)C=1C=2C=CC(=NC2C=CC1Cl)Cl (2,6-dichloro-quinoline-5-carboxylic acid ((1R,3R)-1-hydroxy-3-methyl-cyclohexylmethyl)-amide), C([O-])([O-])=O.[Cs+].[Cs+] (cesium carbonate), C1(=CCCC1)B1OC(C(O1)(C)C)(C)C (2-cyclopent-1-enyl-4,4,5,5-tetramethyl-[1,3,2]dioxaborolane). The reagents and catalysts are C=1C=CC(=CC1)[P](C=2C=CC=CC2)(C=3C=CC=CC3)[Pd]([P](C=4C=CC=CC4)(C=5C=CC=CC5)C=6C=CC=CC6)([P](C=7C=CC=CC7)(C=8C=CC=CC8)C=9C=CC=CC9)[P](C=1C=CC=CC1)(C=1C=CC=CC1)C=1C=CC=CC1 (tetrakis(triphenylphosphine)palladium). Product: O[C@]1(C[C@@H](CCC1)C)CNC(=O)C=1C=2C=CC(=NC2C=CC1Cl)C1=CCCC1 (6-Chloro-2-cyclopent-1-enyl-quinoline-5-carboxylic acid ((1R,3R)-1-hydroxy-3-methyl-cyclohexyl methyl)-amide). RXN SMILES: [OH:1][C@:2]1([CH2:9][NH:10][C:11]([C:13]2[C:14]3[CH:15]=[CH:16][C:17](Cl)=[N:18][C:19]=3[CH:20]=[CH:21][C:22]=2[Cl:23])=[O:12])[CH2:7][CH2:6][CH2:5][C@@H:4]([CH3:8])[CH2:3]1.C(=O)([O-])[O-].[Cs+].[Cs+].[C:31]1(B2OC(C)(C)C(C)(C)O2)[CH2:35][CH2:34][CH2:33][CH:32]=1>C1C=CC([P]([Pd]([P](C2C=CC=CC=2)(C2C=CC=CC=2)C2C=CC=CC=2)([P](C2C=CC=CC=2)(C2C=CC=CC=2)C2C=CC=CC=2)[P](C2C=CC=CC=2)(C2C=CC=CC=2)C2C=CC=CC=2)(C2C=CC=CC=2)C2C=CC=CC=2)=CC=1>[OH:1][C@:2]1([CH2:9][NH:10][C:11]([C:13]2[C:14]3[CH:15]=[CH:16][C:17]([C:31]4[CH2:35][CH2:34][CH2:33][CH:32]=4)=[N:18][C:19]=3[CH:20]=[CH:21][C:22]=2[Cl:23])=[O:12])[CH2:7][CH2:6][CH2:5][C@@H:4]([CH3:8])[CH2:3]1 |f:1.2.3,^1:48,50,69,88|. Procedure: The title compound was synthesized according to the procedure described in example 125 using 2,6-dichloro-quinoline-5-carboxylic acid ((1R,3R)-1-hydroxy-3-methyl-cyclohexylmethyl)-amide, cesium carbonate, 2-cyclopent-1-enyl-4,4,5,5-tetramethyl-[1,3,2]dioxaborolane and tetrakis(triphenylphosphine)Palladium (0). 1H NMR (400 MHz, DMSO-d6): δ 8.63 (t, J=5.91 Hz, 1H), 8.06 (d, J=8.92 Hz, 1H), 7.96 (dd, J=4.43, 8.92 Hz, 2H), 7.73 (d, J=9.01 Hz, 1H), 6.89 (s, 1H), 4.18 (s, 1H), 3.29 (s, 1H), 2.85-2.87 ... Yields the product ClC=1N=CN(C1C)CC1CC1 (4-chloro-1-cyclopropylmethyl-5-methyl-1H-imidazole), ClC1=C(N=CN1CC1CC1)C (5-chloro-1-cyclopropylmethyl-4-methyl-1H-imidazole). Solvent: CCCCC (pentane), CN(C)C=O (DMF), CC(OCC)=O (EA), CN(C)C=O (DMF). Procedure: 4.7 g (118 mmol) of sodium hydride (60% strength in mineral oil) were washed with pentane under a nitrogen atmosphere, suspended in 100 ml of DMF and cooled to 0° C. A solution of 12.5 g (107 mmol) of 5-chloro-4-methyl-1H-imidazole in 100 ml of DMF was added. Then 5.5 g of bromomethylcyclopropane were added and the mixture was stirred for 16 h at 20° C. 250 ml of water and EA were added, the phases were separated and the aqueous layer was extracted with EA. The combined organic phases were washe... Conditions: temperature 0 celsius, time 16 hour. The reactants are [H-].[Na+] (sodium hydride), BrCC1CC1 (bromomethylcyclopropane), ClC1=C(N=CN1)C (5-chloro-4-methyl-1H-imidazole), O (water). RXN SMILES: [H-].[Na+].[Cl:3][C:4]1[NH:8][CH:7]=[N:6][C:5]=1[CH3:9].Br[CH2:11][CH:12]1[CH2:14][CH2:13]1.O>CCCCC.CN(C=O)C.CC(=O)OCC>[Cl:3][C:4]1[N:8]=[CH:7][N:6]([CH2:11][CH:12]2[CH2:14][CH2:13]2)[C:5]=1[CH3:9].[Cl:3][C:4]1[N:8]([CH2:11][CH:12]2[CH2:14][CH2:13]2)[CH:7]=[N:6][C:5]=1[CH3:9] |f:0.1|. The reactants are ClC1=NC(=NC(=C1C1=CC=C(C=C1)F)C1=CC=NC=C1)SC (4-chloro-5-(4-fluoro phenyl)-2-methylthio-6-(4-pyridyl)pyrimidine), NN.O (NH2NH2—H2O), CCO (EtOH). Reaction conditions: time 8 hour. Yields the product FC1=CC=C(C=C1)C=1C=2N(C(=NC1C1=CC=NC=C1)SC)C=NN2 (8-(4-fluorophenyl)-5-methylthio-7-(4-pyridyl)-1,2,4-triazolo[4,3-c]pyrimidine). As a reaction SMILES: Cl[C:2]1[C:7]([C:8]2[CH:13]=[CH:12][C:11]([F:14])=[CH:10][CH:9]=2)=[C:6]([C:15]2[CH:20]=[CH:19][N:18]=[CH:17][CH:16]=2)[N:5]=[C:4]([S:21][CH3:22])[N:3]=1.[NH2:23][NH2:24].O.[CH3:26]CO>>[F:14][C:11]1[CH:12]=[CH:13][C:8]([C:7]2[C:2]3[N:3]([CH:26]=[N:23][N:24]=3)[C:4]([S:21][CH3:22])=[N:5][C:6]=2[C:15]2[CH:20]=[CH:19][N:18]=[CH:17][CH:16]=2)=[CH:9][CH:10]=1 |f:1.2|. Reported procedure: A solution of 0.28 g of 4-chloro-5-(4-fluoro phenyl)-2-methylthio-6-(4-pyridyl)pyrimidine (0.85 mmol) and 3 ml of NH2NH2—H2O in 20 ml EtOH in a 50-ml r.b.flask with a stir bar was stirred at 70° C. The solvents were evaporated and the residue was mixed with toluene. The residue was dried by removal water with toluene and further dried under vacuum at 50° C. overnight. The resulting light yellow solid was mixed with 40 ml of DCM, 4 ml of CH(OCH3)3, and 2 ml of TFA in a 100-ml r.b.flask with a sti...